Task: describe an organic reaction: reactants, conditions, products, and yield. Dataset: the Open Reaction Database (ORD), a public repository of structured organic reaction records Reactants: O=C([O-])[O-], O=C1Nc2nc(C3CCCC3)n(Cc3ccccc3)c2C2=NC(Cc3ccccc3)CN12, COC(=O)CBr, CN(C)C=O, [K+], [K+]. Product: COC(=O)CN1C(=O)N2CC(Cc3ccccc3)N=C2c2c1nc(C1CCCC1)n2Cc1ccccc1. As a reaction SMILES: [C:33](=[O:34])([O-:35])[O-:36].[CH2:1]([c:2]1[cH:3][cH:4][cH:5][cH:6][cH:7]1)[n:8]1[c:9]([CH:28]2[CH2:29][CH2:30][CH2:31][CH2:32]2)[n:10][c:11]2[c:16]1[C:15]1=[N:17][CH:18]([CH2:20][c:21]3[cH:22][cH:23][cH:24][cH:25][cH:26]3)[CH2:19][N:14]1[C:13](=[O:27])[NH:12]2.[CH3:39][O:40][C:41]([CH2:42][Br:43])=[O:44].[CH3:45][N:46]([CH3:47])[CH:48]=[O:49].[K+:37].[K+:38]>>[CH2:1]([c:2]1[cH:3][cH:4][cH:5][cH:6][cH:7]1)[n:8]1[c:9]([CH:28]2[CH2:29][CH2:30][CH2:31][CH2:32]2)[n:10][c:11]2[c:16]1[C:15]1=[N:17][CH:18]([CH2:20][c:21]3[cH:22][cH:23][cH:24][cH:25][cH:26]3)[CH2:19][N:14]1[C:13](=[O:27])[N:12]2[CH2:42][C:41]([O:40][CH3:39])=[O:44]. Starting materials: ClC1=NC=C(C=C1)[N+](=O)[O-] (2-chloro-5-nitropyridine), ClC1=NC=C(C=N1)Cl (2,5-dichloropyrimidine), SC1=C(C=CC=C1)O (2-mercaptophenol), C([O-])([O-])=O.[K+].[K+] (potassium carbonate). The solvent is CN(C=O)C (dimethylformamide), O (H2O). Run at time 8 hour. Product: [N+](=O)([O-])C=1C=CC(=NC1)OC1=C(C=CC=C1)SC1=NC=C(C=N1)Cl (5-Nitro-2-[2-(5-chloropyrimidin-2-ylthio)phenoxy]-pyridine). RXN SMILES: Cl[C:2]1[N:7]=[CH:6][C:5]([Cl:8])=[CH:4][N:3]=1.[SH:9][C:10]1[CH:15]=[CH:14][CH:13]=[CH:12][C:11]=1[OH:16].C(=O)([O-])[O-].[K+].[K+].Cl[C:24]1[CH:29]=[CH:28][C:27]([N+:30]([O-:32])=[O:31])=[CH:26][N:25]=1>CN(C)C=O.O>[N+:30]([C:27]1[CH:28]=[CH:29][C:24]([O:16][C:11]2[CH:12]=[CH:13][CH:14]=[CH:15][C:10]=2[S:9][C:2]2[N:7]=[CH:6][C:5]([Cl:8])=[CH:4][N:3]=2)=[N:25][CH:26]=1)([O-:32])=[O:31] |f:2.3.4|. Procedure: At 0°, 4.0 grams (0.027 moles) of 2,5-dichloropyrimidine is added to a mixture of 3.0 grams (0.0023 mole) 2-mercaptophenol and 7.0 grams of potassium carbonate stirring in 50 ml of dimethylformamide. After stirring overnight at room temperature, 4.0 grams of 2-chloro-5-nitropyridine is added and the mixture is heated at 80° for 4 hours. The reaction mixture is then poured into excess H2O and extracted with ethyl ether (200 ml). Washing with H2O, saturated NaHCO3, brine, drying (MgSO4), and evapo... Reactants: CCNC(=O)Nc1cc(-c2nc(C(F)(F)F)cs2)c(-c2ccc3c(c2)c(=O)c(C(=O)OCC)cn3CCOC)cn1, CO, [Li+], [OH-], O. Yields the product CCNC(=O)Nc1cc(-c2nc(C(F)(F)F)cs2)c(-c2ccc3c(c2)c(=O)c(C(=O)O)cn3CCOC)cn1. Reaction SMILES: [CH2:1]([CH3:2])[NH:3][C:4]([NH:5][c:6]1[cH:7][c:8](-[c:32]2[s:33][cH:34][c:35]([C:37]([F:38])([F:39])[F:40])[n:36]2)[c:9](-[c:12]2[cH:13][c:14]3[c:15](=[O:31])[c:16]([C:26](=[O:27])[O:28][CH2:29][CH3:30])[cH:17][n:18]([CH2:22][CH2:23][O:24][CH3:25])[c:19]3[cH:20][cH:21]2)[cH:10][n:11]1)=[O:41].[CH3:44][OH:45].[Li+:43].[OH-:42].[OH2:46]>>[CH2:1]([CH3:2])[NH:3][C:4]([NH:5][c:6]1[cH:7][c:8](-[c:32]2[s:33][cH:34][c:35]([C:37]([F:38])([F:39])[F:40])[n:36]2)[c:9](-[c:12]2[cH:13][c:14]3[c:15](=[O:31])[c:16]([C:26](=[O:27])[OH:28])[cH:17][n:18]([CH2:22][CH2:23][O:24][CH3:25])[c:19]3[cH:20][cH:21]2)[cH:10][n:11]1)=[O:41]. Solvent: CO (MeOH). The product is C(C)(C)(C)[C@H]1C(N2[C@@H](C[C@@H](OCC3=CC=CC(C=4C=CC=C(CCCCCCN1)C4)=C3)C2)C(=O)OC)=O (methyl (9R,11S,14S)-14-tert-butyl-13-oxo-8-oxa-12,15-diazatetracyclo[20.3.1.12,6.1 9,12]octacosa-1(26),2(28),3,5,22,24-hexaene-11-carboxylate). Reagents/catalysts: [Pd] (Pd/C). Reported procedure: Pd/C 10% (20% w/w) was added to a 0.025 M solution of methyl (9R,11S,14S,20E)-14-tert-butyl-13-oxo-8-oxa-12,15-diazatetracyclo[20.3.1.12,6.1 9,12]octacosa-1(26),2(28),3,5,20,22,24-heptaene-11-carboxylate 103 in MeOH containing trifluoroacetic acid (1.0 eq.). The reaction mixture was stirred under a hydrogen atmosphere for 6 h. Solids were filtered off and the resulting solution was evaporated under reduced pressure. The residue was used without further purification in the following step. MS (ES+... Reaction SMILES: [C:1]([C@@H:5]1[NH:29][CH2:28][CH2:27][CH2:26][CH2:25][CH:24]=[CH:23][C:22]2[CH:30]=[C:18]([CH:19]=[CH:20][CH:21]=2)[C:17]2=[CH:31][C:13](=[CH:14][CH:15]=[CH:16]2)[CH2:12][O:11][C@H:10]2[CH2:32][N:7]([C@H:8]([C:33]([O:35][CH3:36])=[O:34])[CH2:9]2)[C:6]1=[O:37])([CH3:4])([CH3:3])[CH3:2].FC(F)(F)C(O)=O>CO.[Pd]>[C:1]([C@@H:5]1[NH:29][CH2:28][CH2:27][CH2:26][CH2:25][CH2:24][CH2:23][C:22]2[CH:30]=[C:18]([CH:19]=[CH:20][CH:21]=2)[C:17]2=[CH:31][C:13](=[CH:14][CH:15]=[CH:16]2)[CH2:12][O:11][C@H:10]2[CH2:32][N:7]([C@H:8]([C:33]([O:35][CH3:36])=[O:34])[CH2:9]2)[C:6]1=[O:37])([CH3:4])([CH3:2])[CH3:3]. Reaction conditions: time 6 hour. The reactants are solution, C(C)(C)(C)[C@H]1C(N2[C@@H](C[C@@H](OCC3=CC=CC(C=4C=CC=C(/C=C/CCCCN1)C4)=C3)C2)C(=O)OC)=O (Methyl (9R,11S,14S,20E)-14-tert-butyl-13-oxo-8-oxa-12,15-diazatetracyclo[20.3.1.12,6.1 9,12]octacosa-1(26),2(28),3,5,20,22,24-heptaene-11-carboxylate), FC(C(=O)O)(F)F (trifluoroacetic acid). Starting materials: C1=CC=C(C2=C1C1=C(CCC2)C=CC=C1)C#N (6,7-dihydro-5H-dibenzo[a,c]cyclohepten-4-carbonitrile), C(C)O (ethanol), Cl (hydrochloric acid). The solvent is [OH-].[Na+] (sodium hydroxide). Yields the product C1=CC=C(C2=C1C1=C(CCC2)C=CC=C1)C(=O)N (6,7-dihydro-5H-dibenzo[a,c]cyclohepten-4-carboxamide). As a reaction SMILES: [CH:1]1[C:6]2[C:7]3[CH:15]=[CH:14][CH:13]=[CH:12][C:8]=3[CH2:9][CH2:10][CH2:11][C:5]=2[C:4]([C:16]#[N:17])=[CH:3][CH:2]=1.Cl.C([OH:21])C>[OH-].[Na+]>[CH:1]1[C:6]2[C:7]3[CH:15]=[CH:14][CH:13]=[CH:12][C:8]=3[CH2:9][CH2:10][CH2:11][C:5]=2[C:4]([C:16]([NH2:17])=[O:21])=[CH:3][CH:2]=1 |f:3.4|. Reported procedure: Under a dry nitrogen atmosphere a stirred mixture of 6,7-dihydro-5H-dibenzo[a,c]cyclohepten-4-carbonitrile (1.0 gram, 0.0045 mole) in ethanol (20 ml) and 10% aqueous sodium hydroxide (20 ml) was heated at reflux for two days. The mixture was cooled and poured into dilute hydrochloric acid (150 ml). The resulting mixture was extracted with five 100 ml portions of methylene chloride and the extracts combined. The combined extracts were washed with two 100 ml portions of water, dried over anhydrous... The reactants are C1COCCN1, CN1CCCC1=O, Nc1cc(Cl)n2nccc2n1, C1COCCO1. The product is Nc1cc(N2CCOCC2)n2nccc2n1. Reaction SMILES: [CH2:12]1[CH2:13][O:14][CH2:15][CH2:16][NH:17]1.[CH3:18][N:19]1[CH2:20][CH2:21][CH2:22][C:23]1=[O:24].[Cl:1][c:2]1[cH:3][c:4]([NH2:11])[n:5][c:6]2[n:7]1[n:8][cH:9][cH:10]2.[O:25]1[CH2:26][CH2:27][O:28][CH2:29][CH2:30]1>>[c:2]1([N:17]2[CH2:12][CH2:13][O:14][CH2:15][CH2:16]2)[cH:3][c:4]([NH2:11])[n:5][c:6]2[n:7]1[n:8][cH:9][cH:10]2. The reactants are C(C)OC(=O)C=1C=2OC3=C(C2CCNC1)C=CC=C3 (6,7-dihydro-5H-10-oxa-7-azabenzo[a]azulene-9-carboxylic acid ethyl ester), FC=1C=C(C(=O)Cl)C=CC1F (3,4-difluorobenzoyl chloride). Yields the product C(C)OC(=O)C=1C=2OC3=C(C2CCN(C1)C(C1=CC(=C(C=C1)F)F)=O)C=CC=C3 (7-(3,4-Difluorobenzoyl)-6,7-Dihydro-5H-10-Oxa-7-Aza-Benzo[a]Azulene-9-Carboxylic Acid Ethyl Ester). As a reaction SMILES: [CH2:1]([O:3][C:4]([C:6]1[C:7]2[O:8][C:9]3[CH:19]=[CH:18][CH:17]=[CH:16][C:10]=3[C:11]=2[CH2:12][CH2:13][NH:14][CH:15]=1)=[O:5])[CH3:2].[F:20][C:21]1[CH:22]=[C:23]([CH:27]=[CH:28][C:29]=1[F:30])[C:24](Cl)=[O:25]>>[CH2:1]([O:3][C:4]([C:6]1[C:7]2[O:8][C:9]3[CH:19]=[CH:18][CH:17]=[CH:16][C:10]=3[C:11]=2[CH2:12][CH2:13][N:14]([C:24](=[O:25])[C:23]2[CH:27]=[CH:28][C:29]([F:30])=[C:21]([F:20])[CH:22]=2)[CH:15]=1)=[O:5])[CH3:2]. Procedure details: In a manner similar to Step F of Example 32, but using the intermediate 6,7-dihydro-5H-10-oxa-7-azabenzo[a]azulene-9-carboxylic acid ethyl ester and 3,4-difluorobenzoyl chloride, the title compound was prepared; 1NMR (CDCl3): δ 7.46-7.53 (4H, m), 7.34 (2H, m), 7.25 (2H, m), 4.33 (2H, q), 4.21 (2H, t), 3.17 (2H, t), 1.32 (3H, t). MS (ES): 398 (MH+).